This data is from the Open Reaction Database (ORD), a public repository of structured organic reaction records. The task is: describe an organic reaction: reactants, conditions, products, and yield Reaction SMILES: [CH3:13][NH2:14].[CH3:17][OH:18].[H:15][H:16].[O:1]=[C:2]1[CH2:3][CH2:4][N:5]([C:8](=[O:9])[O:10][CH2:11][CH3:12])[CH2:6][CH2:7]1>>[CH:2]1([NH:14][CH3:13])[CH2:3][CH2:4][N:5]([C:8](=[O:9])[O:10][CH2:11][CH3:12])[CH2:6][CH2:7]1. The reactants are CN, CO, [H][H], CCOC(=O)N1CCC(=O)CC1. Yields the product CCOC(=O)N1CCC(NC)CC1. Starting materials: CN1CCN(CC1)CCSC=1NC2=C(N1)C=CC=C2 (2-[2-(4-methylpiperazin-1-yl)ethylthio] benzimidazole), C(C1=CC=CC=C1)Cl (benzyl chloride), aqueous solution, [OH-].[Na+] (NaOH), 1-benzyl-2-[2-4- methylpiperazin-1-ethylthio]benzimidazole. Yields the product C(C1=CC=CC=C1)N1C(=NC2=C1C=CC=C2)SCCN2CCN(CC2)C (1-Benzyl-2-[2-(4methylpiperazin-1-yl) ethylthio]benzimidazole). Reaction SMILES: [CH3:1][N:2]1[CH2:7][CH2:6][N:5]([CH2:8][CH2:9][S:10][C:11]2[NH:12][C:13]3[CH:19]=[CH:18][CH:17]=[CH:16][C:14]=3[N:15]=2)[CH2:4][CH2:3]1.[CH2:20](Cl)[C:21]1[CH:26]=[CH:25][CH:24]=[CH:23][CH:22]=1.[OH-].[Na+]>>[CH2:20]([N:15]1[C:14]2[CH:16]=[CH:17][CH:18]=[CH:19][C:13]=2[N:12]=[C:11]1[S:10][CH2:9][CH2:8][N:5]1[CH2:4][CH2:3][N:2]([CH3:1])[CH2:7][CH2:6]1)[C:21]1[CH:26]=[CH:25][CH:24]=[CH:23][CH:22]=1 |f:2.3|. Reported procedure: Grams 2 2-[2-(4-methylpiperazin-1-yl)ethylthio] benzimidazole, 0.86 ml benzyl chloride, a 3.5 g aqueous solution containing 1.16 g NaOH and 7.5 ml N,N-dimethylformanide were refluxed for 6 hours, then the solid precipitate was filtered off, and the limpid solution was evaporated almost to dryness. The obtained residue was dissolved in chloroform and water and the extraction was carried out three times; the organic phase was washed, made anhydrous and then evaporated to dryness. The obtained resi... Reaction SMILES: [Cl:1][c:2]1[n:3][cH:4][c:5]([C:8]([F:9])([F:10])[F:11])[cH:6][cH:7]1.[Cl:31][CH2:32][Cl:33].[F:18][C:19]([F:20])([F:21])[C:22]([O:23][C:24](=[O:25])[C:26]([F:27])([F:28])[F:29])=[O:30].[NH2:14][C:15](=[O:16])[NH2:17].[OH:12][OH:13]>>[Cl:1][c:2]1[n+:3]([O-:16])[cH:4][c:5]([C:8]([F:9])([F:10])[F:11])[cH:6][cH:7]1. Reactants: FC(F)(F)c1ccc(Cl)nc1, ClCCl, O=C(OC(=O)C(F)(F)F)C(F)(F)F, NC(N)=O, OO. The product is [O-][n+]1cc(C(F)(F)F)ccc1Cl. The reactants are ClC1=NC(=NC(=C1)Cl)N (4,6-dichloropyrimidin-2-ylamine), COC1=C(C=CC=C1)B(O)O (2-methoxyphenylboronic acid), C(OC)COC (dimethoxyethane), C(=O)(O)[O-].[Na+] (NaHCO3). Reagents/catalysts: Cl[Pd]([P](C1=CC=CC=C1)(C2=CC=CC=C2)C3=CC=CC=C3)([P](C4=CC=CC=C4)(C5=CC=CC=C5)C6=CC=CC=C6)Cl ((PPh3)2PdCl2). The solvent is O (water). Yields the product ClC1=NC(=NC(=C1)C1=C(C=CC=C1)OC)N (4-chloro-6-(2-methoxyphenyl)-pyrimidin-2-ylamine). Yield: 63.2%. RXN SMILES: [Cl:1][C:2]1[CH:7]=[C:6](Cl)[N:5]=[C:4]([NH2:9])[N:3]=1.[CH3:10][O:11][C:12]1[CH:17]=[CH:16][CH:15]=[CH:14][C:13]=1B(O)O.C(COC)OC.C([O-])(O)=O.[Na+]>Cl[Pd](Cl)([P](C1C=CC=CC=1)(C1C=CC=CC=1)C1C=CC=CC=1)[P](C1C=CC=CC=1)(C1C=CC=CC=1)C1C=CC=CC=1.O>[Cl:1][C:2]1[CH:7]=[C:6]([C:13]2[CH:14]=[CH:15][CH:16]=[CH:17][C:12]=2[O:11][CH3:10])[N:5]=[C:4]([NH2:9])[N:3]=1 |f:3.4,^1:34,53|. Procedure details: 4,6-dichloropyrimidin-2-ylamine (1.0 g, 6.13 mmol) and 2-methoxyphenylboronic acid (0.775 g, 5.1 mmol) were added to a solution of dimethoxyethane (20 mL) and water (3 mL), followed by the addition of NaHCO3 (1.03 g, 12.26 mmol) and (PPh3)2PdCl2 (0.2 g) to this and the reaction mixture was allowed to reflux for 4 h, and then the solvent removed under reduced pressure. The residue was taken up in ethyl acetate (50 mL), and the resulting solution washed with water, dried over anhydrous K2CO3, filt...